Dataset: the Open Reaction Database (ORD), a public repository of structured organic reaction records. Task: describe an organic reaction: reactants, conditions, products, and yield The reactants are N(=NC(=O)N1CCCCC1)C(=O)N1CCCCC1 (1,1′-(azodicarbonyl)dipiperidine), CC1=C(N=C(S1)C1=CC=CC=C1)COC1=CC=C(C=N1)CO ([6-[(5-methyl-2-phenyl-4-thiazolyl)methoxy]-3-pyridyl]methanol), OC1=C(C=CC=C1)CC(=O)OC (methyl 2-(2-hydroxyphenyl)acetate), C(CCC)P(CCCC)CCCC (tributylphosphine). Run in O1CCCC1 (tetrahydrofuran). Reaction conditions: time 15 hour. Yields the product CC1=C(N=C(S1)C1=CC=CC=C1)COC1=CC=C(C=N1)COC1=C(C=CC=C1)CC(=O)OC (methyl 2-[2-[[6-[(5-methyl-2-phenyl-4-thiazolyl)methoxy]-3-pyridyl]methoxy]phenyl]acetate). Isolated yield 86.6%. Reaction SMILES: [CH3:1][C:2]1[S:6][C:5]([C:7]2[CH:12]=[CH:11][CH:10]=[CH:9][CH:8]=2)=[N:4][C:3]=1[CH2:13][O:14][C:15]1[N:20]=[CH:19][C:18]([CH2:21][OH:22])=[CH:17][CH:16]=1.O[C:24]1[CH:29]=[CH:28][CH:27]=[CH:26][C:25]=1[CH2:30][C:31]([O:33][CH3:34])=[O:32].C(P(CCCC)CCCC)CCC.N(C(N1CCCCC1)=O)=NC(N1CCCCC1)=O>O1CCCC1>[CH3:1][C:2]1[S:6][C:5]([C:7]2[CH:12]=[CH:11][CH:10]=[CH:9][CH:8]=2)=[N:4][C:3]=1[CH2:13][O:14][C:15]1[N:20]=[CH:19][C:18]([CH2:21][O:22][C:24]2[CH:29]=[CH:28][CH:27]=[CH:26][C:25]=2[CH2:30][C:31]([O:33][CH3:34])=[O:32])=[CH:17][CH:16]=1. Procedure details: To a mixture of [6-[(5-methyl-2-phenyl-4-thiazolyl)methoxy]-3-pyridyl]methanol (1.00 g), methyl 2-(2-hydroxyphenyl)acetate (0.50 g), tributylphosphine (1.21 g) and tetrahydrofuran (100 mL) was added 1,1′-(azodicarbonyl)dipiperidine (1.51 g) at room temperature and the mixture was stirred for 15 hrs. The precipitated crystals were filtered off. The filtrate was concentrated and the residue was subjected to silica gel column chromatography to give crystals (1.20 g, 87%) of methyl 2-[2-[[6-[(5-meth... The product is C(C1=CC=CC=C1)N1C(CC(C1)C1(CCC1)NC(=O)OC(C)(C)C)=O (1-benzyl-4-(1-tert-butoxycarbonylaminocyclobutyl)-2-pyrrolidone). Reported procedure: Next, 4-(1-tert-butoxycarbonylaminocyclobutyl)-2-pyrrolidone is allowed to react with benzyl bromide or benzyl chloride using a base to yield 1-benzyl-4-(1-tert-butoxycarbonylaminocyclobutyl)-2-pyrrolidone. Starting materials: C(C)(C)(C)OC(=O)NC1(CCC1)C1CC(NC1)=O (4-(1-tert-butoxycarbonylaminocyclobutyl)-2-pyrrolidone), C(C1=CC=CC=C1)Br (benzyl bromide), C(C1=CC=CC=C1)Cl (benzyl chloride). As a reaction SMILES: [C:1]([O:5][C:6]([NH:8][C:9]1([CH:13]2[CH2:17][NH:16][C:15](=[O:18])[CH2:14]2)[CH2:12][CH2:11][CH2:10]1)=[O:7])([CH3:4])([CH3:3])[CH3:2].[CH2:19](Br)[C:20]1[CH:25]=[CH:24][CH:23]=[CH:22][CH:21]=1.C(Cl)C1C=CC=CC=1>>[CH2:19]([N:16]1[CH2:17][CH:13]([C:9]2([NH:8][C:6]([O:5][C:1]([CH3:4])([CH3:2])[CH3:3])=[O:7])[CH2:12][CH2:11][CH2:10]2)[CH2:14][C:15]1=[O:18])[C:20]1[CH:25]=[CH:24][CH:23]=[CH:22][CH:21]=1. Reactants: CCN1CCOCC1, CCCP(=O)(O)O, CCC(C)C(N)C(=O)O, CC#N, NC(=O)C1NCCc2ccccc21, ClCCl, O=C(CN1CCCC1C(=O)O)c1ccc(-c2ccccc2)cc1. Product: CCC(C)C(N)C(=O)O. As a reaction SMILES: [CH2:24]([N:25]1[CH2:26][CH2:27][O:28][CH2:29][CH2:30]1)[CH3:31].[CH2:32]([P:33](=[O:34])([OH:35])[OH:36])[CH2:37][CH3:38].[CH3:42][CH2:43][CH:44]([CH3:45])[CH:46]([NH2:47])[C:48]([OH:49])=[O:50].[CH3:64][C:65]#[N:66].[CH:51]1([C:52]([NH2:53])=[O:54])[c:55]2[c:56]([cH:57][cH:58][cH:59][cH:60]2)[CH2:61][CH2:62][NH:63]1.[Cl:39][CH2:40][Cl:41].[c:1]1(-[c:2]2[cH:3][cH:4][cH:5][cH:6][cH:7]2)[cH:8][cH:9][c:10]([C:11](=[O:12])[CH2:13][N:14]2[CH2:15][CH2:16][CH2:17][CH:18]2[C:19]([OH:20])=[O:21])[cH:22][cH:23]1>>[CH3:42][CH2:43][CH:44]([CH3:45])[CH:46]([NH2:47])[C:48](=[O:49])[OH:50].